From a dataset of the Open Reaction Database (ORD), a public repository of structured organic reaction records. describe an organic reaction: reactants, conditions, products, and yield Reactants: Cl (hydrochloric acid), C([O-])([O-])=O.[K+].[K+] (potassium carbonate), C(CC)N (propylamine), FC1=C(C=C(C(=O)O)C=C1)[N+](=O)[O-] (4-fluoro-3-nitrobenzoic acid). Run in C(C)O (ethanol), O (water), C(C)(=O)O (acetic acid). Product: [N+](=O)([O-])C=1C=C(C(=O)O)C=CC1NCCC (3-nitro-4-n-propylaminobenzoic acid). Isolated yield 80.1%. RXN SMILES: F[C:2]1[CH:10]=[CH:9][C:5]([C:6]([OH:8])=[O:7])=[CH:4][C:3]=1[N+:11]([O-:13])=[O:12].C(=O)([O-])[O-].[K+].[K+].[CH2:20]([NH2:23])[CH2:21][CH3:22].Cl>C(O)C.C(O)(=O)C.O>[N+:11]([C:3]1[CH:4]=[C:5]([CH:9]=[CH:10][C:2]=1[NH:23][CH2:20][CH2:21][CH3:22])[C:6]([OH:8])=[O:7])([O-:13])=[O:12] |f:1.2.3|. Procedure: To a suspension of 4-fluoro-3-nitrobenzoic acid (2.0 g, 10.8 mmol) in ethanol (20 mL) was added potassium carbonate (2.34 mg, 16.2 mmol) and propylamine (1.27 g, 21.6 mmol), and this was heated to reflux for 4 hours. After the reaction was complete, this was cooled to room temperature, and water was added, this was adjusted to pH 5 with 10% hydrochloric acid and acetic acid, and after the precipitated crystals were filtered and washed with water, they were dried to yield the title compound (1.94... The reactants are CC(=O)O, [Fe], COC(=O)c1ccc(C#Cc2cc(Cl)ccc2[N+](=O)[O-])cc1. Product: COC(=O)c1ccc(C#Cc2cc(Cl)ccc2N)cc1. Reaction SMILES: [CH3:23][C:24](=[O:25])[OH:26].[Fe:27].[N+:1]([O-:2])(=[O:3])[c:4]1[c:5]([C:11]#[C:12][c:13]2[cH:14][cH:15][c:16]([C:17](=[O:18])[O:19][CH3:20])[cH:21][cH:22]2)[cH:6][c:7]([Cl:10])[cH:8][cH:9]1>>[NH2:1][c:4]1[c:5]([C:11]#[C:12][c:13]2[cH:14][cH:15][c:16]([C:17](=[O:18])[O:19][CH3:20])[cH:21][cH:22]2)[cH:6][c:7]([Cl:10])[cH:8][cH:9]1. Reactants: aqueous solution, S(=S)(=O)([O-])[O-].[Na+].[Na+] (sodium thiosulfate), C([O-])(O)=O.[Na+] (sodium bicarbonate), C(C)(C)(C)OC(=O)N1CC2=C(N=C(N=C2)SC)CC1 (6-(tert-butoxycarbonyl)-2-methylthio-5,6,7,8-tetrahydropyrido[4,3-d]pyrimidine), ClC1=CC(=CC=C1)C(=O)OO (metachloroperbenzoic acid). The solvent is C(Cl)Cl (methylene chloride). Reaction conditions: time 4 hour. Product: C(C)(C)(C)OC(=O)N1CC2=C(N=C(N=C2)S(=O)(=O)C)CC1 (6-(tert-Butoxycarbonyl)-2-methylsulfonyl-5,6,7,8-tetrahydropyrido[4,3-d]pyrimidine). As a reaction SMILES: [C:1]([O:5][C:6]([N:8]1[CH2:19][CH2:18][C:11]2[N:12]=[C:13](SC)[N:14]=[CH:15][C:10]=2[CH2:9]1)=[O:7])([CH3:4])([CH3:3])[CH3:2].Cl[C:21]1C=CC=C(C(OO)=O)C=1.[S:31]([O-:35])([O-])(=[O:33])=S.[Na+].[Na+].C(=O)(O)[O-].[Na+]>C(Cl)Cl>[C:1]([O:5][C:6]([N:8]1[CH2:19][CH2:18][C:11]2[N:12]=[C:13]([S:31]([CH3:21])(=[O:35])=[O:33])[N:14]=[CH:15][C:10]=2[CH2:9]1)=[O:7])([CH3:3])([CH3:2])[CH3:4] |f:2.3.4,5.6|. Procedure: To a solution of 6-(tert-butoxycarbonyl)-2-methylthio-5,6,7,8-tetrahydropyrido[4,3-d]pyrimidine (2.20 g) in methylene chloride (80 ml) was added metachloroperbenzoic acid (3.37 g). After stirring for 4 hours, a 10% aqueous solution (100 ml) of sodium thiosulfate and a saturated aqueous solution (100 ml) of sodium bicarbonate were added to the reaction mixture and the mixture was separated into layers. The water layer was extracted with methylene chloride (2×50 ml). The organic layers were combin... Starting materials: FC1=CC=C(C=C1)C1=C(C(=NC2=CC=CC=C12)C(C)C)CO (4-(4-fluorophenyl)-2-(1-methylethyl)-3-quinolinemethanol), CC(=O)OI1(C=2C=CC=CC2C(=O)O1)(OC(=O)C)OC(=O)C (Dess-Martin periodinane), CCOC(=O)C (EtOAc), C(C)(C)(C)O (t-butanol). Run in CCOCC (Et2O), [OH-].[Na+] (NaOH), C(Cl)Cl (CH2Cl2), C(Cl)Cl (CH2Cl2), CCCCCC (hexane). Reaction conditions: time 15 minute. Yields the product FC1=CC=C(C=C1)C1=C(C(=NC2=CC=CC=C12)C(C)C)C=O (4-(4-fluorophenyl)-2-(1-methylethyl)-3-quinolinecarboxaldehyde). The yield is 92.0%. RXN SMILES: CC(OI1(OC(C)=O)(OC(C)=O)OC(=O)C2C=CC=CC1=2)=O.C(O)(C)(C)C.[F:28][C:29]1[CH:34]=[CH:33][C:32]([C:35]2[C:44]3[C:39](=[CH:40][CH:41]=[CH:42][CH:43]=3)[N:38]=[C:37]([CH:45]([CH3:47])[CH3:46])[C:36]=2[CH2:48][OH:49])=[CH:31][CH:30]=1.CCOC(C)=O>C(Cl)Cl.CCOCC.[OH-].[Na+].CCCCCC>[F:28][C:29]1[CH:34]=[CH:33][C:32]([C:35]2[C:44]3[C:39](=[CH:40][CH:41]=[CH:42][CH:43]=3)[N:38]=[C:37]([CH:45]([CH3:47])[CH3:46])[C:36]=2[CH:48]=[O:49])=[CH:31][CH:30]=1 |f:6.7|. Procedure details: Dess-Martin periodinane (1.018 gm, 2.40 mmol) was dissolved in dry CH2Cl2 (12 ml), treated with t-butanol (178 mg, 2.40 mmol) and the resulting mixture was stirred at room temperature for 15 minutes. A solution of 4-(4-fluorophenyl)-2-(1-methylethyl)-3-quinolinemethanol (539 mg, 1.82 mmol) in CH2Cl2 (8 ml) was then added. After 25 minutes, the solution was then diluted with Et2O (40 ml) and 1N NaOH (25 ml), then stirred an additional 5 minutes. The phases were separated and the aqueous layer was... Starting materials: O (water), solution, [OH-].[Na+] (sodium hydroxide), COC1SC(=CC2=C1C(C1=CC=CC=C1C2=O)=O)C(=O)OC (Methyl 1-methoxy-5,10-dioxo-5,10-dihydro-1H-naphtho [2,3-c] thiine-3-carboxylate), O (water), Cl (hydrochloric acid). The solvent is C1CCOC1 (THF). Reaction conditions: temperature 0 celsius, time 3 hour. The product is COC1SC(=CC2=C1C(C1=CC=CC=C1C2=O)=O)C(=O)O (1-methoxy-5,10-dioxo-5,10-dihydro-1H-naphtho [2,3-c] thiine-3-carboxylic acid). RXN SMILES: [CH3:1][O:2][CH:3]1[C:8]2[C:9](=[O:18])[C:10]3[C:15]([C:16](=[O:17])[C:7]=2[CH:6]=[C:5]([C:19]([O:21]C)=[O:20])[S:4]1)=[CH:14][CH:13]=[CH:12][CH:11]=3.[OH-].[Na+].O.Cl>C1COCC1>[CH3:1][O:2][CH:3]1[C:8]2[C:9](=[O:18])[C:10]3[C:15]([C:16](=[O:17])[C:7]=2[CH:6]=[C:5]([C:19]([OH:21])=[O:20])[S:4]1)=[CH:14][CH:13]=[CH:12][CH:11]=3 |f:1.2|. Reported procedure: Methyl 1-methoxy-5,10-dioxo-5,10-dihydro-1H-naphtho [2,3-c] thiine-3-carboxylate (106 mg, 0.33 mmol) was dissolved in THF (2 ml). 1.75M solution of sodium hydroxide (0.32 mg, 0.55 mmol) was added dropwise at 0° C. followed by water (0.5 ml). The reaction mixture was stirred at 0° C. for 3 hours, then water (10 ml) was added, and the reaction mixture was acidified to pH=3 with 5% hydrochloric acid. After that, the reaction mixture was extracted with dichloromethane (5×5 ml). Organic fractions wer... Reactants: C(C1=CC=CC=C1)N (benzylamine), C[C@@H]1C[C@]2(CO2)CCC1 ((3S,5S)-5-methyl-1-oxaspiro[2.5]octane). The solvent is CO (methanol). Product: C(C1=CC=CC=C1)NC[C@]1(C[C@H](CCC1)C)O ((1S,3S)-1-[(Benzylamino)methyl]-3-methylcyclohexanol). Yield: 69.5%. Reaction SMILES: [CH2:1]([NH2:8])[C:2]1[CH:7]=[CH:6][CH:5]=[CH:4][CH:3]=1.[CH3:9][C@H:10]1[CH2:17][CH2:16][CH2:15][C@:12]2([O:14][CH2:13]2)[CH2:11]1>CO>[CH2:1]([NH:8][CH2:13][C@:12]1([OH:14])[CH2:15][CH2:16][CH2:17][C@H:10]([CH3:9])[CH2:11]1)[C:2]1[CH:7]=[CH:6][CH:5]=[CH:4][CH:3]=1. Reported procedure: A methanol (1 ml) solution of benzylamine (5.9 g) and (3S,5S)-5-methyl-1-oxaspiro[2.5]octane (3.5 g) were heated in a microwave (100 W) for 30 minutes at 100° C., then concentrated in vacuo and purified by flash column chromatography (SiO2, 20% ethyl acetate/iso-hexane as eluent) to afford the subtitle compound as a colourless oil (4.5 g). Reactants: CS(C)=O, CCOC(C)=O, CC1C(=O)CC(C)C2(CO)C1=CCC1C3CCC(=O)C3(C)CCC12, O=C(O)C(F)(F)F, c1ccccc1, c1ccncc1. The product is CC1C(=O)CC(C)C2(C=O)C1=CCC1C3CCC(=O)C3(C)CCC12. RXN SMILES: [CH3:25][S:26]([CH3:27])=[O:28].[CH3:42][CH2:43][O:44][C:45](=[O:46])[CH3:47].[OH:1][CH2:2][C:3]12[CH:4]([CH3:24])[CH2:5][C:6](=[O:23])[CH:7]([CH3:22])[C:8]1=[CH:9][CH2:10][CH:11]1[CH:12]3[CH2:13][CH2:14][C:15](=[O:21])[C:16]3([CH3:17])[CH2:18][CH2:19][CH:20]21.[OH:35][C:36]([C:37]([F:38])([F:39])[F:40])=[O:41].[cH:29]1[cH:30][cH:31][cH:32][cH:33][cH:34]1.[cH:48]1[cH:49][cH:50][n:51][cH:52][cH:53]1>>[O:1]=[CH:2][C:3]12[CH:4]([CH3:24])[CH2:5][C:6](=[O:23])[CH:7]([CH3:22])[C:8]1=[CH:9][CH2:10][CH:11]1[CH:12]3[CH2:13][CH2:14][C:15](=[O:21])[C:16]3([CH3:17])[CH2:18][CH2:19][CH:20]21. Reactants: ClC1=C2C(=NN=C1C1=CC=CC=C1)N(N=C2C2=C(C=CC=C2)Cl)C (4-chloro-3-(2-chlorophenyl)-1-methyl-5-phenyl-1H-pyrazolo[3,4-c]pyridazine), CN1N=C(C=C1N)C1=CC=CC=C1 (1-methyl-3-phenyl-1H-pyrazol-5-amine), FC(C=1C=C(C=CC1)C#C)(F)F (3-(trifluoromethyl)-phenylacetylene). Product: ClC1=C2C(=NN=C1C1=CC(=CC=C1)C(F)(F)F)N(N=C2C2=CC=CC=C2)C (4-chloro-1-methyl-3-phenyl-5-(3-(trifluoromethyl)phenyl)-1H-pyrazolo[3,4-c]pyridazine). RXN SMILES: [Cl:1][C:2]1[C:7]([C:8]2[CH:13]=[CH:12][CH:11]=[CH:10][CH:9]=2)=[N:6][N:5]=[C:4]2[N:14]([CH3:24])[N:15]=[C:16]([C:17]3[CH:22]=[CH:21][CH:20]=[CH:19][C:18]=3Cl)[C:3]=12.CN1C(N)=CC(C2C=CC=CC=2)=N1.[F:38][C:39]([F:49])([F:48])C1C=C(C#C)C=CC=1>>[Cl:1][C:2]1[C:7]([C:8]2[CH:13]=[CH:12][CH:11]=[C:10]([C:39]([F:49])([F:48])[F:38])[CH:9]=2)=[N:6][N:5]=[C:4]2[N:14]([CH3:24])[N:15]=[C:16]([C:17]3[CH:22]=[CH:21][CH:20]=[CH:19][CH:18]=3)[C:3]=12. Procedure: Compound 29 was synthesised following similar procedures outlined in Example 1 (Compound 37), starting from Step 2 using 1-methyl-3-phenyl-1H-pyrazol-5-amine instead of 3-(2-chlorophenyl)-1-methyl-1H-pyrazol-5-amine and 3-(trifluoromethyl)-phenylacetylene instead of phenyl acetylene in Step 4. Starting materials: COC(CC1=CC2=CC=C(C=C2C(=C1)C1CCN(CC1)S(=O)(=O)C=1C=NC=CC1)F)=O ({6-fluoro-4-[1-(pyridine-3-sulfonyl)-piperidin-4-yl]-naphthalen-2-yl}-acetic acid methyl ester), O.[OH-].[Li+] (lithium hydroxide monohydrate). The solvent is C1CCOC1 (THF), O (water). Reaction conditions: time 24 hour. Product: FC=1C=C2C(=CC(=CC2=CC1)CC(=O)O)C1CCN(CC1)S(=O)(=O)C=1C=NC=CC1 ({6-fluoro-4-[1-(pyridine-3-sulfonyl)-piperidin-4-yl]-naphthalen-2-yl}-acetic acid). Yield: 73.7%. RXN SMILES: C[O:2][C:3](=[O:31])[CH2:4][C:5]1[CH:14]=[C:13]([CH:15]2[CH2:20][CH2:19][N:18]([S:21]([C:24]3[CH:25]=[N:26][CH:27]=[CH:28][CH:29]=3)(=[O:23])=[O:22])[CH2:17][CH2:16]2)[C:12]2[C:7](=[CH:8][CH:9]=[C:10]([F:30])[CH:11]=2)[CH:6]=1.O.[OH-].[Li+]>C1COCC1.O>[F:30][C:10]1[CH:11]=[C:12]2[C:7](=[CH:8][CH:9]=1)[CH:6]=[C:5]([CH2:4][C:3]([OH:31])=[O:2])[CH:14]=[C:13]2[CH:15]1[CH2:16][CH2:17][N:18]([S:21]([C:24]2[CH:25]=[N:26][CH:27]=[CH:28][CH:29]=2)(=[O:22])=[O:23])[CH2:19][CH2:20]1 |f:1.2.3|. Procedure: To a stirred solution of {6-fluoro-4-[1-(pyridine-3-sulfonyl)-piperidin-4-yl]-naphthalen-2-yl}-acetic acid methyl ester (85 mg, 0.19 mmol) in THF (6 mL) was added a solution of lithium hydroxide monohydrate (40 mg, 0.95 mmol) in water (1.5 mL) and the reaction mixture was stirred for 24 hours at room temperature. The reaction mixture was concentrated under reduced pressure and washed with diethyl ether (3×5 mL). The washings were discarded. Water (5 mL) was added to the residue, and the mixture ... Starting materials: [Br-], COC(=O)c1ccnc(Cl)c1, Cl, FC(F)(F)Oc1ccc(C[Zn+])cc1, C1CCOC1, c1ccc(P(c2ccccc2)(c2ccccc2)[Pd](P(c2ccccc2)(c2ccccc2)c2ccccc2)(P(c2ccccc2)(c2ccccc2)c2ccccc2)P(c2ccccc2)(c2ccccc2)c2ccccc2)cc1. Product: COC(=O)c1ccnc(Cc2ccc(OC(F)(F)F)cc2)c1. Reaction SMILES: [Br-:12].[Cl:1][c:2]1[cH:3][c:4]([C:5](=[O:6])[O:7][CH3:8])[cH:9][cH:10][n:11]1.[ClH:26].[F:13][C:14]([O:15][c:16]1[cH:17][cH:18][c:19]([CH2:20][Zn+:21])[cH:22][cH:23]1)([F:24])[F:25].[O:27]1[CH2:28][CH2:29][CH2:30][CH2:31]1.[cH:32]1[cH:33][cH:34][c:35]([P:36]([Pd:37]([P:38]([c:39]2[cH:40][cH:41][cH:42][cH:43][cH:44]2)([c:45]2[cH:46][cH:47][cH:48][cH:49][cH:50]2)[c:51]2[cH:52][cH:53][cH:54][cH:55][cH:56]2)([P:57]([c:58]2[cH:59][cH:60][cH:61][cH:62][cH:63]2)([c:64]2[cH:65][cH:66][cH:67][cH:68][cH:69]2)[c:70]2[cH:71][cH:72][cH:73][cH:74][cH:75]2)[P:76]([c:77]2[cH:78][cH:79][cH:80][cH:81][cH:82]2)([c:83]2[cH:84][cH:85][cH:86][cH:87][cH:88]2)[c:89]2[cH:90][cH:91][cH:92][cH:93][cH:94]2)([c:95]2[cH:96][cH:97][cH:98][cH:99][cH:100]2)[c:101]2[cH:102][cH:103][cH:104][cH:105][cH:106]2)[cH:107][cH:108]1>>[c:2]1([CH2:20][c:19]2[cH:18][cH:17][c:16]([O:15][C:14]([F:13])([F:24])[F:25])[cH:23][cH:22]2)[cH:3][c:4]([C:5](=[O:6])[O:7][CH3:8])[cH:9][cH:10][n:11]1.